Dataset: the Open Reaction Database (ORD), a public repository of structured organic reaction records. Task: describe an organic reaction: reactants, conditions, products, and yield The reactants are C(CCCC=C)O (5-hexen-1-ol), C1CCCC12CC(NC(C2)=O)=O (8-azaspiro[4.5]decane-7,9-dione), CS(=O)(=O)Cl (Methane-sulfonyl chloride). Run in C(C)N(CC)CC (triethylamine), C(C)N(CC)CC (triethylamine). Run at time 1 hour. The product is C(CCCC=C)N1C(CC2(CCCC2)CC1=O)=O (8-(5-hexenyl)-8-azaspiro[4.5]decane-7,9-dione). Isolated yield 13.0%. RXN SMILES: [CH2:1](O)[CH2:2][CH2:3][CH2:4][CH:5]=[CH2:6].[CH2:8]1[C:12]2([CH2:17][C:16](=[O:18])[NH:15][C:14](=[O:19])[CH2:13]2)[CH2:11][CH2:10][CH2:9]1.CS(Cl)(=O)=O>C(N(CC)CC)C>[CH2:6]([N:15]1[C:14](=[O:19])[CH2:13][C:12]2([CH2:8][CH2:9][CH2:10][CH2:11]2)[CH2:17][C:16]1=[O:18])[CH2:5][CH2:4][CH2:3][CH:2]=[CH2:1]. Procedure details: A mixture of 5-hexen-1-ol (5 g) and 8-azaspiro[4.5]decane-7,9-dione (14 ml) in triethylamine (150 ml) was cooled on an ice bath. Methane-sulfonyl chloride (8.6 g) in triethylamine (50 ml) was added dropwise and the mixture was stirred at room temperature for 1 hour. The mixture was filtered off and the filtrate evaporated. Dichloromethane (7.7 g), potassium carbonate (7.6 g) and N,N-dimethylformamide (100 ml) were added to the residue and the mixture was stirred at 160° C. overnight. The mixture... The reactants are ClC1=CC(=C(C=C1)[C@H](CC(=O)C1=CC(=NC=C1)C)C1=CC=C(C=C1)N1CCC(CC1)C(=O)O)C (1-{4-[(R)-1-(4-chloro-2-methyl-phenyl)-3-(2-methyl-pyridin-4-yl)-3-oxo-propyl]-phenyl}-piperidine-4-carboxylic acid), Cl.NO (hydroxylamine hydrochloride), C(O)([O-])=O.[Na+] (sodium hydrogencarbonate). The product is ClC1=CC(=C(C=C1)[C@H](C\C(\C1=CC(=NC=C1)C)=N/O)C1=CC=C(C=C1)N1CCC(CC1)C(=O)O)C (1-{4-[(R)-1-(4-Chloro-2-methyl-phenyl)-3-[(E)-hydroxyimino]-3-(2-methyl-pyridin-4-yl)-propyl]-phenyl}-piperidine-4-carboxylic acid). Reaction SMILES: [Cl:1][C:2]1[CH:7]=[CH:6][C:5]([C@@H:8]([C:19]2[CH:24]=[CH:23][C:22]([N:25]3[CH2:30][CH2:29][CH:28](C(O)=O)[CH2:27][CH2:26]3)=[CH:21][CH:20]=2)[CH2:9][C:10]([C:12]2[CH:17]=[CH:16][N:15]=[C:14]([CH3:18])[CH:13]=2)=O)=[C:4]([CH3:34])[CH:3]=1.Cl.[NH2:36][OH:37].[C:38](=[O:41])([O-])[OH:39].[Na+]>>[Cl:1][C:2]1[CH:7]=[CH:6][C:5]([C@@H:8]([C:19]2[CH:20]=[CH:21][C:22]([N:25]3[CH2:30][CH2:29][CH:28]([C:38]([OH:39])=[O:41])[CH2:27][CH2:26]3)=[CH:23][CH:24]=2)[CH2:9]/[C:10](=[N:36]\[OH:37])/[C:12]2[CH:17]=[CH:16][N:15]=[C:14]([CH3:18])[CH:13]=2)=[C:4]([CH3:34])[CH:3]=1 |f:1.2,3.4|. Reported procedure: In analogy to example 132, step 6, from 1-{4-[(R)-1-(4-chloro-2-methyl-phenyl)-3-(2-methyl-pyridin-4-yl)-3-oxo-propyl]-phenyl}-piperidine-4-carboxylic acid and hydroxylamine hydrochloride in the presence of sodium hydrogencarbonate was prepared the title compound as a yellow semisolid, MS (ESI−): m/z=490.3 ([M−H]−).